Task: describe an organic reaction: reactants, conditions, products, and yield. Dataset: the Open Reaction Database (ORD), a public repository of structured organic reaction records Starting materials: CCSC1(SCC)CCC2C3CCC4=CC(=O)C=CC4(C)C3(F)C(OC(C)=O)CC21C, CCc1ccccc1CC. The product is CCSC1=CCC2C3CCC4=CC(=O)C=CC4(C)C3(F)C(OC(C)=O)CC12C. RXN SMILES: [C:1]([CH3:2])(=[O:3])[O:4][CH:5]1[C:6]2([F:31])[C:7]3([CH3:30])[CH:8]=[CH:9][C:10](=[O:29])[CH:11]=[C:12]3[CH2:13][CH2:14][CH:15]2[CH:16]2[CH2:17][CH2:18][C:19]([S:23][CH2:24][CH3:25])([S:26][CH2:27][CH3:28])[C:20]2([CH3:21])[CH2:22]1.[CH2:32]([c:33]1[cH:34][cH:35][cH:36][cH:37][c:38]1[CH2:39][CH3:40])[CH3:41]>>[C:1]([CH3:2])(=[O:3])[O:4][CH:5]1[C:6]2([F:31])[C:7]3([CH3:30])[CH:8]=[CH:9][C:10](=[O:29])[CH:11]=[C:12]3[CH2:13][CH2:14][CH:15]2[CH:16]2[CH2:17][CH:18]=[C:19]([S:23][CH2:24][CH3:25])[C:20]2([CH3:21])[CH2:22]1. The reactants are CO[C@@](C(=O)Cl)(C(F)(F)F)C1=CC=CC=C1 ((R)α-methoxy-α-trifluoromethylphenylacetyl chloride), ClCC(CC(=O)OCC)O (ethyl 4-chloro-3-hydroxybutyrate). Yields the product ClC[C@@H](CC(=O)OCC)O (Ethyl (3R)-(+)-4-Chloro-3-hvdroxybutyrate). As a reaction SMILES: CO[C@](C1C=CC=CC=1)(C(F)(F)F)C(Cl)=O.[Cl:17][CH2:18][CH:19]([OH:26])[CH2:20][C:21]([O:23][CH2:24][CH3:25])=[O:22]>>[Cl:17][CH2:18][C@H:19]([OH:26])[CH2:20][C:21]([O:23][CH2:24][CH3:25])=[O:22]. Procedure: The resulting product was esterified with (R)α-methoxy-α-trifluoromethylphenylacetyl chloride, and the ester was analyzed by HPLC. From the area ratio of the chromatogram, the optical yield of the product was found to be 97.2% ee. Reactants: COC(C1=CC(=CC=C1)CC(C)(C)NC[C@@H](C1=CC(=C(C=C1)O)CO)O[Si](C)(C)C(C)(C)C)=O (3-(2-[(2R)-2-(tert-butyldimethylsilanyloxy)-2-(4-hydroxy-3-hydroxymethyl-phenyl)ethylamino]-2-methylpropyl}benzoic acid methyl ester), [F-].[NH4+] (ammonium fluoride). Reported procedure: A mixture of 3-(2-[(2R)-2-(tert-butyldimethylsilanyloxy)-2-(4-hydroxy-3-hydroxymethyl-phenyl)ethylamino]-2-methylpropyl}benzoic acid methyl ester (preparation 36), (4.0 g, 8.21 mmol) and ammonium fluoride (3.04 g, 82.0 mmol) in methanol (20 mL) and water (5 mL) was heated at 40° C. for 18 hours. The reaction mixture was then concentrated in vacuo and the residue was purified by column chromatography on silica gel, eluting with dichloromethane:methanol: 0.88 ammonia, 100:0:0 to 90:10:0.1, to affo... Conditions: temperature 40 celsius. Product: N (ammonia), O[C@@H](CNC(CC=1C=C(C(=O)OC)C=CC1)(C)C)C1=CC(=C(C=C1)O)CO (Methyl 3-[2-({(2R)-2-hydroxy-2-[4-hydroxy-3-(hydroxymethyl)phenyl]ethyl}amino)-2-methylpropyl]benzoate). RXN SMILES: [CH3:1][O:2][C:3](=[O:34])[C:4]1[CH:9]=[CH:8][CH:7]=[C:6]([CH2:10][C:11]([NH:14][CH2:15][C@H:16]([O:26][Si](C(C)(C)C)(C)C)[C:17]2[CH:22]=[CH:21][C:20]([OH:23])=[C:19]([CH2:24][OH:25])[CH:18]=2)([CH3:13])[CH3:12])[CH:5]=1.[F-].[NH4+]>CO.O>[NH3:14].[OH:26][C@H:16]([C:17]1[CH:22]=[CH:21][C:20]([OH:23])=[C:19]([CH2:24][OH:25])[CH:18]=1)[CH2:15][NH:14][C:11]([CH3:13])([CH3:12])[CH2:10][C:6]1[CH:5]=[C:4]([CH:9]=[CH:8][CH:7]=1)[C:3]([O:2][CH3:1])=[O:34] |f:1.2|. Solvent: CO (methanol), O (water). Starting materials: [N+](=O)(O)[O-] (nitric acid), OC1=CC=C(OCC#N)C=C1 ((4-hydroxy-phenoxy)-acetonitrile), C(C)(=O)OCC (ethyl acetate). Solvent: [N+](=O)([O-])C (nitromethane). Run at time 45 minute. Yields the product OC1=C(C=C(OCC#N)C=C1)[N+](=O)[O-] ((4-hydroxy-3-nitro-phenoxy)-acetonitrile). As a reaction SMILES: [OH:1][C:2]1[CH:11]=[CH:10][C:5]([O:6][CH2:7][C:8]#[N:9])=[CH:4][CH:3]=1.[N+:12]([O-])([OH:14])=[O:13].C(OCC)(=O)C>[N+](C)([O-])=O>[OH:1][C:2]1[CH:3]=[CH:4][C:5]([O:6][CH2:7][C:8]#[N:9])=[CH:10][C:11]=1[N+:12]([O-:14])=[O:13]. Reported procedure: A solution of 7.5 g of (4-hydroxy-phenoxy)-acetonitrile dissolved in 60 ml of nitromethane was cooled in an ice bath and 3.88 ml of 70% nitric acid was added dropwise. After 45 minutes, the reaction mixture was poured into ethyl acetate, washed with brine, dried (MgSO4), and evaporated to dryness. The crude product was purified by silica gel chromatography eluting with ethyl acetate/hexane (1:3), giving 5.45 g of (4-hydroxy-3-nitro-phenoxy)-acetonitrile as a yellow solid, mp 113.1-114.1° C. The reactants are N(N)C1=C2C(=NC=C1)N(C=C2)COCC[Si](C)(C)C (4-hydrazino-1-[2-(trimethylsilyl)ethoxy]methyl-1H-pyrrolo[2,3-b]pyridine), O1C(=NC2=C1C=CC=C2)C(C=O)C=O (1,3-benzoxazol-2-ylmalonaldehyde), C1(=CC=CC=C1)C (toluene). Reaction conditions: temperature 70 celsius. Yields the product C[Si](CCOCN1C=CC=2C1=NC=CC2N2N=CC(=C2)C=2OC1=C(N2)C=CC=C1)(C)C (2-[1-(1-[2-(trimethylsilyl)ethoxy]methyl-1H-pyrrolo[2,3-b]pyridin-4-yl)-1H-pyrazol-4-yl]-1,3-benzoxazole). The yield is 69.5%. RXN SMILES: [NH:1]([C:3]1[CH:8]=[CH:7][N:6]=[C:5]2[N:9]([CH2:12][O:13][CH2:14][CH2:15][Si:16]([CH3:19])([CH3:18])[CH3:17])[CH:10]=[CH:11][C:4]=12)[NH2:2].[O:20]1[C:24]2[CH:25]=[CH:26][CH:27]=[CH:28][C:23]=2[N:22]=[C:21]1[CH:29]([CH:32]=O)[CH:30]=O.C1(C)C=CC=CC=1>>[CH3:17][Si:16]([CH3:19])([CH3:18])[CH2:15][CH2:14][O:13][CH2:12][N:9]1[C:5]2=[N:6][CH:7]=[CH:8][C:3]([N:1]3[CH:30]=[C:29]([C:21]4[O:20][C:24]5[CH:25]=[CH:26][CH:27]=[CH:28][C:23]=5[N:22]=4)[CH:32]=[N:2]3)=[C:4]2[CH:11]=[CH:10]1. Reported procedure: To 4-hydrazino-1-[2-(trimethylsilyl)ethoxy]methyl-1H-pyrrolo[2,3-b]pyridine (0.083 g, 0.00030 mol) 3782-117-1 and 1,3-benzoxazol-2-ylmalonaldehyde (0.056 g, 0.00030 mol) in toluene (1.5 mL, 0.014 mol) was added molecular sieves. The mixture was heated in a sealed tube at 70° C. (an oil bath) with stilling for 2 h. The solvent was removed in vacuo and the crude product was purified by FCC on silica using ethyl acetate:hexanes 3:7 to give 2-[1-(1-[2-(trimethylsilyl)ethoxy]methyl-1H-pyrrolo[2,3-b]p... The reactants are O=C([O-])[O-], CN1CCC(C#N)(c2ccccc2Sc2ccc(Cl)cc2)CC1, ClC(Cl)Cl, [K+], [K+], N#CBr. Product: N#CN1CCC(C#N)(c2ccccc2Sc2ccc(Cl)cc2)CC1. Reaction SMILES: [C:24](=[O:25])([O-:26])[O-:27].[CH3:1][N:2]1[CH2:3][CH2:4][C:5]([c:8]2[c:9]([S:14][c:15]3[cH:16][cH:17][c:18]([Cl:21])[cH:19][cH:20]3)[cH:10][cH:11][cH:12][cH:13]2)([C:22]#[N:23])[CH2:6][CH2:7]1.[CH:33]([Cl:34])([Cl:35])[Cl:36].[K+:28].[K+:29].[N:30]#[C:31][Br:32]>>[C:1]([N:2]1[CH2:3][CH2:4][C:5]([c:8]2[c:9]([S:14][c:15]3[cH:16][cH:17][c:18]([Cl:21])[cH:19][cH:20]3)[cH:10][cH:11][cH:12][cH:13]2)([C:22]#[N:23])[CH2:6][CH2:7]1)#[N:30].